This data is from the Open Reaction Database (ORD), a public repository of structured organic reaction records. The task is: describe an organic reaction: reactants, conditions, products, and yield The reactants are N1=CC(=CC=C1)CCNC(C1=CC=C(C=C1)CCCC1=C(C=CC=C1)OCC1=CC=CC=C1)=O (N-(2-(3-pyridyl)ethyl)-4-[3-(2-benzyloxyphenyl) propyl]benzamide), C(C)I (ethyl iodide). Solvent: CN(C)C=O (DMF). Yields the product [I-].C(C)[N+]1=CC(=CC=C1)CCNCC1=CC=C(C=C1)CCCC1=C(C=CC=C1)OCC1=CC=CC=C1 (1-ethyl-3-[2-(4-[3-(2-benzyloxyphenyl)propyl]benzylamino)ethyl]pyridinium iodide). Isolated yield 35.2%. RXN SMILES: [N:1]1[CH:6]=[CH:5][CH:4]=[C:3]([CH2:7][CH2:8][NH:9][C:10](=O)[C:11]2[CH:16]=[CH:15][C:14]([CH2:17][CH2:18][CH2:19][C:20]3[CH:25]=[CH:24][CH:23]=[CH:22][C:21]=3[O:26][CH2:27][C:28]3[CH:33]=[CH:32][CH:31]=[CH:30][CH:29]=3)=[CH:13][CH:12]=2)[CH:2]=1.[CH2:35]([I:37])[CH3:36]>CN(C=O)C>[I-:37].[CH2:35]([N+:1]1[CH:6]=[CH:5][CH:4]=[C:3]([CH2:7][CH2:8][NH:9][CH2:10][C:11]2[CH:16]=[CH:15][C:14]([CH2:17][CH2:18][CH2:19][C:20]3[CH:25]=[CH:24][CH:23]=[CH:22][C:21]=3[O:26][CH2:27][C:28]3[CH:33]=[CH:32][CH:31]=[CH:30][CH:29]=3)=[CH:13][CH:12]=2)[CH:2]=1)[CH3:36] |f:3.4|. Procedure details: A mixture of N-(2-(3-pyridyl)ethyl)-4-[3-(2-benzyloxyphenyl) propyl]benzamide(1 g) and ethyl iodide (0.54 g) was stirred in DMF (5 ml) at 100° C. for 4 hours. The solvent was evaporated and the residue crystallised from ethyl acetate to give 1-ethyl-3-[2-(4-[3-(2-benzyloxyphenyl)propyl]benzylamino)ethyl]pyridinium iodide (463 mg); mpt 89° C. Reactants: ClC=1C=CC=2N(C(C3=C(N(C2N1)C)N=CC=C3)=O)CC (2-chloro-5,11-dihydro-5-ethyl-11-methyl-6H-dipyrido[3,2-b:2',3'-e][1,4]diazepin-6-one), C(C)(C)(C)OC(=O)C=1NC=CC1 ((t-butoxycarbonyl)pyrrole), C(C)(=O)[O-].[K+] (potassium acetate). The reagents and catalysts are Cl[Pd]([P](C1=CC=CC=C1)(C2=CC=CC=C2)C3=CC=CC=C3)([P](C4=CC=CC=C4)(C5=CC=CC=C5)C6=CC=CC=C6)Cl (Pd(PPh3)2Cl2). Run in CN1C(CCC1)=O (1-methyl-2-pyrrolidinone). Reaction conditions: temperature 140 celsius. The product is C(C)N1C2=C(N(C3=C(C1=O)C=CC=N3)C)N=C(C=C2)C=2NC=CC2 (5,11-Dihydro-5-ethyl-11-methyl-2-(2-pyrrolyl)-6H-dipyrido[3,2-b:2',3'-e][1,4]diazepin-6-one). Reaction SMILES: Cl[C:2]1[CH:3]=[CH:4][C:5]2[N:6]([CH2:19][CH3:20])[C:7](=[O:18])[C:8]3[CH:17]=[CH:16][CH:15]=[N:14][C:9]=3[N:10]([CH3:13])[C:11]=2[N:12]=1.C(OC([C:28]1[NH:29][CH:30]=[CH:31][CH:32]=1)=O)(C)(C)C.C([O-])(=O)C.[K+]>Cl[Pd](Cl)([P](C1C=CC=CC=1)(C1C=CC=CC=1)C1C=CC=CC=1)[P](C1C=CC=CC=1)(C1C=CC=CC=1)C1C=CC=CC=1.CN1CCCC1=O>[CH2:19]([N:6]1[C:7](=[O:18])[C:8]2[CH:17]=[CH:16][CH:15]=[N:14][C:9]=2[N:10]([CH3:13])[C:11]2[N:12]=[C:2]([C:28]3[NH:29][CH:30]=[CH:31][CH:32]=3)[CH:3]=[CH:4][C:5]1=2)[CH3:20] |f:2.3,^1:40,59|. Reported procedure: A mixture of 2-chloro-5,11-dihydro-5-ethyl-11-methyl-6H-dipyrido[3,2-b:2',3'-e][1,4]diazepin-6-one (0.21 g), (t-butoxycarbonyl)pyrrole (0.25 g), potassium acetate (0.20 g), Pd(PPh3)2Cl2 (0.030 g), and 1-methyl-2-pyrrolidinone (2.5 mL) were heated in a sealed tube at 140° C. for 14 h. After removing the solvent, water was added and the product was extracted with CH2Cl2, dried (anhyd Na2 SO4), filtered, and evaporated. The residue was chromatographed over silica gel (ethyl acetate/methylene chlori... Starting materials: CC1(CC(NC=2C=C3C(=CC12)NC(=N3)C3=CC=C(C=C3)O)=O)C (8,8-dimethyl-2-(4-hydroxyphenyl)-5,6,7,8-tetrahydro-lH-imidazo[4,5-g]quinolin-6-one), CS(=O)(=O)Cl (methanesulphonic acid chloride), [OH-].[Na+] (sodium hydroxide). Solvent: O (water). Product: CC1(CC(NC=2C=C3C(=CC12)NC(=N3)C3=CC=C(C=C3)OS(=O)(=O)C)=O)C (8,8-Dimethyl-2-(4-methylsulphonyloxyphenyl)-5,6,7,8-tetrahydro-lH-imidazo[4,5-g]quinolin-6-one). RXN SMILES: [CH3:1][C:2]1([CH3:23])[C:11]2[CH:10]=[C:9]3[NH:12][C:13]([C:15]4[CH:20]=[CH:19][C:18]([OH:21])=[CH:17][CH:16]=4)=[N:14][C:8]3=[CH:7][C:6]=2[NH:5][C:4](=[O:22])[CH2:3]1.[CH3:24][S:25](Cl)(=[O:27])=[O:26].[OH-].[Na+]>O>[CH3:1][C:2]1([CH3:23])[C:11]2[CH:10]=[C:9]3[NH:12][C:13]([C:15]4[CH:20]=[CH:19][C:18]([O:21][S:25]([CH3:24])(=[O:27])=[O:26])=[CH:17][CH:16]=4)=[N:14][C:8]3=[CH:7][C:6]=2[NH:5][C:4](=[O:22])[CH2:3]1 |f:2.3|. Procedure: 2 g. (6.5 mmole) 8,8-dimethyl-2-(4-hydroxyphenyl)-5,6,7,8-tetrahydro-lH-imidazo[4,5-g]quinolin-6-one (see Example 30 d)) were suspended in 10 ml. water and, while cooling with ice, 5 ml. (65 mmole) methanesulphonic acid chloride and 50 ml. 2N aqueous sodium hydroxide solution were alternatingly added dropwise thereto in such a manner that a pH value of about 10 to 13 was always present. When the reaction was completed, the reaction mixture was filtered off with suction, the product was washed wi... The reactants are BrCC1CO1, O=C([O-])[O-], CN(C)C=O, COc1cc2nccc(Oc3cc4ccccc4nc3C)c2cc1O, [K+], [K+], O. Product: COc1cc2nccc(Oc3cc4ccccc4nc3C)c2cc1OCC1CO1. RXN SMILES: [Br:37][CH2:38][CH:39]1[CH2:40][O:41]1.[C:31](=[O:32])([O-:33])[O-:34].[CH3:1][N:2]([CH3:3])[CH:4]=[O:5].[CH3:6][O:7][c:8]1[c:9]([OH:30])[cH:10][c:11]2[c:12]([O:18][c:19]3[c:20]([CH3:29])[n:21][c:22]4[cH:23][cH:24][cH:25][cH:26][c:27]4[cH:28]3)[cH:13][cH:14][n:15][c:16]2[cH:17]1.[K+:35].[K+:36].[OH2:42]>>[CH3:6][O:7][c:8]1[c:9]([O:30][CH2:38][CH:39]2[CH2:40][O:41]2)[cH:10][c:11]2[c:12]([O:18][c:19]3[c:20]([CH3:29])[n:21][c:22]4[cH:23][cH:24][cH:25][cH:26][c:27]4[cH:28]3)[cH:13][cH:14][n:15][c:16]2[cH:17]1. As a reaction SMILES: [Cl:1][C:2]1[CH:7]=[CH:6][C:5]([C:8]2[CH:9]=[CH:10][C:11](/[CH:14]=[CH:15]/[C:16]([OH:18])=O)=[N:12][CH:13]=2)=[CH:4][CH:3]=1.[N:19]1([CH2:25][C:26]2[CH:31]=[CH:30][C:29]([NH2:32])=[CH:28][CH:27]=2)[CH2:24][CH2:23][CH2:22][CH2:21][CH2:20]1>>[Cl:1][C:2]1[CH:3]=[CH:4][C:5]([C:8]2[CH:9]=[CH:10][C:11](/[CH:14]=[CH:15]/[C:16]([NH:32][C:29]3[CH:28]=[CH:27][C:26]([CH2:25][N:19]4[CH2:24][CH2:23][CH2:22][CH2:21][CH2:20]4)=[CH:31][CH:30]=3)=[O:18])=[N:12][CH:13]=2)=[CH:6][CH:7]=1. Procedure: Prepared analogously to Example 143 starting from (E)-3-[5-(4-chloro-phenyl)-pyridin-2-yl]-acrylic acid (Z34b) and 4-piperidin-1-ylmethyl-phenylamine. The crude product was purified by column chromatography (silica gel, dichloromethane/EtOH/conc. aqueous ammonia 50:10:0.1). Starting materials: ClC1=CC=C(C=C1)C=1C=CC(=NC1)/C=C/C(=O)O ((E)-3-[5-(4-chloro-phenyl)-pyridin-2-yl]-acrylic acid), N1(CCCCC1)CC1=CC=C(C=C1)N (4-piperidin-1-ylmethyl-phenylamine). Yields the product ClC1=CC=C(C=C1)C=1C=CC(=NC1)/C=C/C(=O)NC1=CC=C(C=C1)CN1CCCCC1 ((E)-3-[5-(4-chloro-phenyl)-pyridin-2-yl]-N-(4-piperidin-1-ylmethyl-phenyl)-acrylamide). Reactants: COc1c(C=O)ccc2c1CCC2, [O-][Cl+][O-], ClCCl, NS(=O)(=O)O, [Na+], O. Product: COc1c(C(=O)O)ccc2c1CCC2. RXN SMILES: [CH3:1][O:2][c:3]1[c:4]2[c:8]([cH:9][cH:10][c:11]1[CH:12]=[O:13])[CH2:7][CH2:6][CH2:5]2.[Cl+:19]([O-:20])[O-:21].[Cl:23][CH2:24][Cl:25].[NH2:14][S:15]([OH:16])(=[O:17])=[O:18].[Na+:22].[OH2:26]>>[CH3:1][O:2][c:3]1[c:4]2[c:8]([cH:9][cH:10][c:11]1[C:12](=[O:13])[OH:16])[CH2:7][CH2:6][CH2:5]2. Reaction SMILES: [CH2:1]([O:8][C:9]([NH:11][CH:12]([C:16]#[N:17])[C:13]([OH:15])=[O:14])=[O:10])[C:2]1[CH:7]=[CH:6][CH:5]=[CH:4][CH:3]=1.[C:18](O)([CH3:21])([CH3:20])[CH3:19].FC(F)(F)C(OC(=O)C(F)(F)F)=O.[OH-].[Na+]>C1(C)C=CC=CC=1>[CH2:1]([O:8][C:9]([NH:11][CH:12]([C:16]#[N:17])[C:13]([O:15][C:18]([CH3:21])([CH3:20])[CH3:19])=[O:14])=[O:10])[C:2]1[CH:3]=[CH:4][CH:5]=[CH:6][CH:7]=1 |f:3.4|. The reactants are C(C1=CC=CC=C1)OC(=O)NC(C(=O)O)C#N (2-benzyloxycarbonylamino-2-cyanoacetic acid), C(C)(C)(C)O (t-butyl alcohol), [OH-].[Na+] (NaOH), FC(C(=O)OC(C(F)(F)F)=O)(F)F (trifluoroacetic acid anhydride). The yield is 67.4%. Procedure details: To a mixture of 2-benzyloxycarbonylamino-2-cyanoacetic acid (2.00 g, 8.54 mmol), toluene (20 ml) and t-butyl alcohol (6.33 g, 85.4 mmol), was added trifluoroacetic acid anhydride (7.17 g, 34.2 mmol) dropwise and the solution was stirred for half an hour. The reaction solution was neutralized by adding 10% NaOH aqueous solution (18 g), the organic layer was separated and washed with water three times, dried over sodium sulfate, insoluble materials were filtered and the filtrate was condensed to g... The solvent is C1(=CC=CC=C1)C (toluene). Yields the product C(C1=CC=CC=C1)OC(=O)NC(C(=O)OC(C)(C)C)C#N (t-butyl 2-benzyloxycarbonylamino-2-cyanoacetate).